Dataset: the Open Reaction Database (ORD), a public repository of structured organic reaction records. Task: describe an organic reaction: reactants, conditions, products, and yield The reactants are C(C1=CC(O)=CC(O)=C1)(=O)O (α-resorcylic acid), C(C)O (ethanol), S(O)(O)(=O)=O (sulphuric acid). The product is OC=1C=C(C(=O)OCC)C=C(C1)O (Ethyl 3,5-dihydroxybenzoate). RXN SMILES: [C:1]([OH:11])(=[O:10])[C:2]1[CH:9]=[C:7]([OH:8])[CH:6]=[C:4]([OH:5])[CH:3]=1.S(=O)(=O)(O)O.[CH2:17](O)[CH3:18]>>[OH:5][C:4]1[CH:3]=[C:2]([CH:9]=[C:7]([OH:8])[CH:6]=1)[C:1]([O:11][CH2:17][CH3:18])=[O:10]. Reported procedure: 308 g. of α-resorcylic acid were dissolved in 1000 ml of absolute ethanol and 25 ml of concentrated sulphuric acid were added. The reaction mixture was boiled under reflux for 20 hours. The ethanol was evaporated and the residue poured into water and extracted with ether. The etheral phase was washed with sodium bicarbonate solution and water and dried with magnesium sulphate. When the ether was evaporated, a crystallizing residue was obtained. Reactants: CO, CC12CCC3C(=CCc4cc(OC5CCCCO5)ccc43)C1CCC2=C(F)F, O, O=C(O)C(=O)O. The product is CC12CCC3C(=CCc4cc(O)ccc43)C1CCC2=C(F)F. RXN SMILES: [CH3:35][OH:36].[F:1][C:2](=[C:3]1[C:4]2([CH3:5])[CH:6]([CH2:7][CH2:8]1)[C:9]1=[CH:10][CH2:11][c:12]3[cH:13][c:14]([O:21][CH:22]4[CH2:23][CH2:24][CH2:25][CH2:26][O:27]4)[cH:15][cH:16][c:17]3[CH:18]1[CH2:19][CH2:20]2)[F:28].[OH2:37].[OH:29][C:30]([C:31](=[O:32])[OH:33])=[O:34]>>[F:1][C:2](=[C:3]1[C:4]2([CH3:5])[CH:6]([CH2:7][CH2:8]1)[C:9]1=[CH:10][CH2:11][c:12]3[cH:13][c:14]([OH:21])[cH:15][cH:16][c:17]3[CH:18]1[CH2:19][CH2:20]2)[F:28]. Starting materials: C(C)OC(C(C)(C)OC1=CC=C(C=C1)OCCC=1N=C(OC1C)C1=CC=C(C=C1)C1=CC=C(C=C1)F)=O (2-(4-{2-[2-(4′-fluorobiphenyl-4-yl)-5-methyloxazol-4-yl]ethoxy}phenoxy)-2-methylpropionic acid ethyl ester), [OH-].[Li+] (lithium hydroxide), solution, C(C)O (ethanol), Cl (HCl). The solvent is O (water). The product is FC1=CC=C(C=C1)C1=CC=C(C=C1)C=1OC(=C(N1)CCOC1=CC=C(OC(C(=O)O)(C)C)C=C1)C (2-(4-{2-[2-(4′-fluorobiphenyl-4-yl)-5-methyloxazol-4-yl]ethoxy}phenoxy)-2-methylpropionic acid). RXN SMILES: C([O:3][C:4](=[O:37])[C:5]([O:8][C:9]1[CH:14]=[CH:13][C:12]([O:15][CH2:16][CH2:17][C:18]2[N:19]=[C:20]([C:24]3[CH:29]=[CH:28][C:27]([C:30]4[CH:35]=[CH:34][C:33]([F:36])=[CH:32][CH:31]=4)=[CH:26][CH:25]=3)[O:21][C:22]=2[CH3:23])=[CH:11][CH:10]=1)([CH3:7])[CH3:6])C.[OH-].[Li+].C(O)C.Cl>O>[F:36][C:33]1[CH:32]=[CH:31][C:30]([C:27]2[CH:26]=[CH:25][C:24]([C:20]3[O:21][C:22]([CH3:23])=[C:18]([CH2:17][CH2:16][O:15][C:12]4[CH:11]=[CH:10][C:9]([O:8][C:5]([CH3:7])([CH3:6])[C:4]([OH:37])=[O:3])=[CH:14][CH:13]=4)[N:19]=3)=[CH:29][CH:28]=2)=[CH:35][CH:34]=1 |f:1.2|. Procedure: To a 20 mL round-bottomed flask equipped for magnetic stirring and fitted with a reflux condenser was added 2-(4-{2-[2-(4′-fluorobiphenyl-4-yl)-5-methyloxazol-4-yl]ethoxy}phenoxy)-2-methylpropionic acid ethyl ester (0.268 mmoles), lithium hydroxide (0.535 mmoles, 0.268 mL of a 2N solution), and ethanol (5 mL). This solution was heated to reflux for 2 h. Distilled water was added to the mixture and the pH was adjusted to 3 using a 1N HCl solution. The organic layer was extracted with ethyl acetat... Starting materials: C(=O)(OC)C1=C(C=CC=C1)S(=O)(=O)N=C=O (o-carbomethoxybenzenesulfonyl isocyanate), COC1=NC(=NC(=C1)COC1=CC=CC=C1)N (4-methoxy-6-(phenoxymethyl)-2-pyrimidinamine), CCOCC (Ether). Solvent: C(C)#N (acetonitrile). Reaction conditions: time 8 hour. Yields the product COC1=NC(=NC(=C1)COC1=CC=CC=C1)NC(=O)NS(=O)(=O)C1=C(C(=O)OC)C=CC=C1 (Methyl 2-[[[4-Methoxy-6-(phenoxymethyl)pyrimidin-2-yl]aminocarbonyl]aminosulfonyl]benzoate). The yield is 78.3%. Reaction SMILES: [CH3:1][O:2][C:3]1[CH:8]=[C:7]([CH2:9][O:10][C:11]2[CH:16]=[CH:15][CH:14]=[CH:13][CH:12]=2)[N:6]=[C:5]([NH2:17])[N:4]=1.[C:18]([C:22]1[CH:27]=[CH:26][CH:25]=[CH:24][C:23]=1[S:28]([N:31]=[C:32]=[O:33])(=[O:30])=[O:29])([O:20][CH3:21])=[O:19].CCOCC>C(#N)C>[CH3:1][O:2][C:3]1[CH:8]=[C:7]([CH2:9][O:10][C:11]2[CH:12]=[CH:13][CH:14]=[CH:15][CH:16]=2)[N:6]=[C:5]([NH:17][C:32]([NH:31][S:28]([C:23]2[CH:24]=[CH:25][CH:26]=[CH:27][C:22]=2[C:18]([O:20][CH3:21])=[O:19])(=[O:30])=[O:29])=[O:33])[N:4]=1. Procedure: To a mixture of 0.23 g (1.0 mmol) of 4-methoxy-6-(phenoxymethyl)-2-pyrimidinamine in 15 ml dry acetonitrile was added 0.48 g (2.0 mmol) o-carbomethoxybenzenesulfonyl isocyanate and stirred at ambient temperature overnight. Ether was added to the suspension of white solids which were then collected by filtration to afford 0.37 g of the title compound, m.p. 178°-180°. NMR (90 MHz, CDCl3 +DMSO-d6): δ 3.91 (s, 3H); 4.02 (s, 3H); 5.20 (s, 2H); 6.69 (s, 1H); 7.0-7.9 (m, 8H); 8.5 (m, 1H); 9.20 (s, NH);...